This data is from the Open Reaction Database (ORD), a public repository of structured organic reaction records. The task is: describe an organic reaction: reactants, conditions, products, and yield Reactants: SCC(=O)OCC (Ethyl 2-mercaptoacetate), C(C)O (ethanol), BrCC1=CC=C(C=C1)C (α-bromo-p-xylene), ethanolic solution, CC[O-].[Na+] (sodium ethylate). Run in ClCCl (dichloromethane). Product: CC1=CC=C(CSCC(=O)OCC)C=C1 (Ethyl (4-methylbenzylthio)acetate). As a reaction SMILES: [SH:1][CH2:2][C:3]([O:5][CH2:6][CH3:7])=[O:4].CC[O-].[Na+].C(O)C.Br[CH2:16][C:17]1[CH:22]=[CH:21][C:20]([CH3:23])=[CH:19][CH:18]=1>ClCCl>[CH3:16][C:17]1[CH:22]=[CH:21][C:20]([CH2:23][S:1][CH2:2][C:3]([O:5][CH2:6][CH3:7])=[O:4])=[CH:19][CH:18]=1 |f:1.2|. Procedure details: Ethyl 2-mercaptoacetate (8.5 cc) is added in the course of 15 minutes at a temperature in the region of 20° C. to a stirred solution, through which a stream of nitrogen is passed, of a 2M ethanolic solution of sodium ethylate (37.5 cc) and ethanol (50 cc). The mixture is left with stirring for 15 minutes at the same temperature, and α-bromo-p-xylene (13.9 g) is then added in the course of 20 minutes at a temperature in the region of 20° C. Stirring is maintained for 60 minutes at this temperatur... The reactants are O=C(Nc1ccccc1)c1cn2cc(Br)ccc2n1, Cc1ccccc1, CC#N, [Na+], [Na+], O=C([O-])[O-], c1ccc(P(c2ccccc2)(c2ccccc2)[Pd](P(c2ccccc2)(c2ccccc2)c2ccccc2)(P(c2ccccc2)(c2ccccc2)c2ccccc2)P(c2ccccc2)(c2ccccc2)c2ccccc2)cc1, OB(O)c1cccnc1. Yields the product O=C(Nc1ccccc1)c1cn2cc(-c3cccnc3)ccc2n1. Reaction SMILES: [Br:1][c:2]1[cH:3][cH:4][c:5]2[n:6]([cH:7]1)[cH:8][c:9]([C:11](=[O:12])[NH:13][c:14]1[cH:15][cH:16][cH:17][cH:18][cH:19]1)[n:10]2.[CH3:115][c:116]1[cH:117][cH:118][cH:119][cH:120][cH:121]1.[CH3:35][C:36]#[N:37].[Na+:29].[Na+:30].[O-:31][C:32](=[O:33])[O-:34].[cH:38]1[cH:39][cH:40][c:41]([P:42]([Pd:43]([P:44]([c:45]2[cH:46][cH:47][cH:48][cH:49][cH:50]2)([c:51]2[cH:52][cH:53][cH:54][cH:55][cH:56]2)[c:57]2[cH:58][cH:59][cH:60][cH:61][cH:62]2)([P:63]([c:64]2[cH:65][cH:66][cH:67][cH:68][cH:69]2)([c:70]2[cH:71][cH:72][cH:73][cH:74][cH:75]2)[c:76]2[cH:77][cH:78][cH:79][cH:80][cH:81]2)[P:82]([c:83]2[cH:84][cH:85][cH:86][cH:87][cH:88]2)([c:89]2[cH:90][cH:91][cH:92][cH:93][cH:94]2)[c:95]2[cH:96][cH:97][cH:98][cH:99][cH:100]2)([c:101]2[cH:102][cH:103][cH:104][cH:105][cH:106]2)[c:107]2[cH:108][cH:109][cH:110][cH:111][cH:112]2)[cH:113][cH:114]1.[n:20]1[cH:21][c:22]([B:26]([OH:27])[OH:28])[cH:23][cH:24][cH:25]1>>[c:2]1(-[c:22]2[cH:21][n:20][cH:25][cH:24][cH:23]2)[cH:3][cH:4][c:5]2[n:6]([cH:7]1)[cH:8][c:9]([C:11](=[O:12])[NH:13][c:14]1[cH:15][cH:16][cH:17][cH:18][cH:19]1)[n:10]2. Starting materials: COC(C(C1=C(C=CC(=C1)Cl)[N+](=O)[O-])C1=C(C=CC=C1)Cl)=O (α-(5-chloro-2-nitrophenyl)-2-chlorophenyl acetic acid methyl ester), [BH4-].[Li+] (lithium borohydride), aqueous solution, C(C)(=O)O (acetic acid). The solvent is O1CCCC1 (tetrahydrofuran). Yields the product [N+](=O)([O-])C1=C(C=C(C=C1)Cl)C(CO)C1=C(C=CC=C1)Cl (2-(2-Nitro-5-chlorophenyl)-2-(2-chlorophenyl)ethanol). Yield: 45.6%. As a reaction SMILES: C[O:2][C:3](=O)[CH:4]([C:15]1[CH:20]=[CH:19][CH:18]=[CH:17][C:16]=1[Cl:21])[C:5]1[CH:10]=[C:9]([Cl:11])[CH:8]=[CH:7][C:6]=1[N+:12]([O-:14])=[O:13].[BH4-].[Li+].C(O)(=O)C>O1CCCC1>[N+:12]([C:6]1[CH:7]=[CH:8][C:9]([Cl:11])=[CH:10][C:5]=1[CH:4]([C:15]1[CH:20]=[CH:19][CH:18]=[CH:17][C:16]=1[Cl:21])[CH2:3][OH:2])([O-:14])=[O:13] |f:1.2|. Reported procedure: A mixture solution of α-(5-chloro-2-nitrophenyl)-2-chlorophenyl acetic acid methyl ester (26.3 g) and lithium borohydride (2 g) in tetrahydrofuran (200 ml) was stirred for 4 hours at room temperature. This mixture solution was added to a 20% aqueous solution of acetic acid (50 ml), which was extracted with acetic acid ethyl ester. The extract solution was washed with water, dried over anhydrous sodium sulfate and, then, the solvent was distilled off. The residual oily compound was purified by me... The reactants are COC=1C=C(C=CC1)B(O)O (3-methoxyphenylboronic acid), BrC=1C=C(C=CC1N1CCN(CC1)S(=O)(=O)C=1SC=CC1)C(C(F)(F)F)(C(F)(F)F)O (2-(3-bromo-4-(4-(2-thiophenylsulfonyl)-1-piperazinyl)phenyl)-1,1,1,3,3,3-hexafluoro-2-propanol). Product: FC(C(C(F)(F)F)(O)C=1C=C(C(=CC1)N1CCN(CC1)S(=O)(=O)C=1SC=CC1)C1=CC(=CC=C1)OC)(F)F (1,1,1,3,3,3-hexafluoro-2-(3′-methoxy-6-(4-(2-thiophenylsulfonyl)-1-piperazinyl)-3-biphenylyl)-2-propanol). Reaction SMILES: [CH3:1][O:2][C:3]1[CH:4]=[C:5](B(O)O)[CH:6]=[CH:7][CH:8]=1.Br[C:13]1[CH:14]=[C:15]([C:33]([OH:42])([C:38]([F:41])([F:40])[F:39])[C:34]([F:37])([F:36])[F:35])[CH:16]=[CH:17][C:18]=1[N:19]1[CH2:24][CH2:23][N:22]([S:25]([C:28]2[S:29][CH:30]=[CH:31][CH:32]=2)(=[O:27])=[O:26])[CH2:21][CH2:20]1>>[F:41][C:38]([F:39])([F:40])[C:33]([C:15]1[CH:16]=[C:17]([C:5]2[CH:6]=[CH:7][CH:8]=[C:3]([O:2][CH3:1])[CH:4]=2)[C:18]([N:19]2[CH2:24][CH2:23][N:22]([S:25]([C:28]3[S:29][CH:30]=[CH:31][CH:32]=3)(=[O:26])=[O:27])[CH2:21][CH2:20]2)=[CH:13][CH:14]=1)([OH:42])[C:34]([F:37])([F:36])[F:35]. Procedure details: Following the procedure outlined for Example 69, 3-methoxyphenylboronic acid (26.4 mg, 0.173 mmol, Aldrich, St. Louis, Mo.) was coupled to 2-(3-bromo-4-(4-(2-thiophenylsulfonyl)-1-piperazinyl)phenyl)-1,1,1,3,3,3-hexafluoro-2-propanol to afford 1,1,1,3,3,3-hexafluoro-2-(3′-methoxy-6-(4-(2-thiophenylsulfonyl)-1-piperazinyl)-3-biphenylyl)-2-propanol. 1H NMR (400 MHz, CD3OD) δ 7.91 (dd, J=4.9, 1.2 Hz, 1H), 7.61-7.54 (m, 2H), 7.49 (d, J=1.2 Hz, 1H), 7.40 (d, J=8.8 Hz, 2H), 7.28 (dd, J=4.9, 3.9 Hz, 1H...